From a dataset of the Open Reaction Database (ORD), a public repository of structured organic reaction records. describe an organic reaction: reactants, conditions, products, and yield Reactants: CCOC(=O)N=NC(=O)OCC, C1CCOC1, O, OC1CCCCC1, CCOC(=O)c1ccc(O)cc1, c1ccc(P(c2ccccc2)c2ccccc2)cc1. Yields the product CCOC(=O)c1ccc(OC2CCCCC2)cc1. Reaction SMILES: [O:39]=[C:40]([O:41][CH2:42][CH3:43])[N:44]=[N:45][C:46]([O:47][CH2:48][CH3:49])=[O:50].[O:51]1[CH2:52][CH2:53][CH2:54][CH2:55]1.[OH2:56].[OH:13][CH:14]1[CH2:15][CH2:16][CH2:17][CH2:18][CH2:19]1.[OH:1][c:2]1[cH:3][cH:4][c:5]([C:6](=[O:7])[O:8][CH2:9][CH3:10])[cH:11][cH:12]1.[c:20]1([P:21]([c:22]2[cH:23][cH:24][cH:25][cH:26][cH:27]2)[c:28]2[cH:29][cH:30][cH:31][cH:32][cH:33]2)[cH:34][cH:35][cH:36][cH:37][cH:38]1>>[O:1]([c:2]1[cH:3][cH:4][c:5]([C:6](=[O:7])[O:8][CH2:9][CH3:10])[cH:11][cH:12]1)[CH:14]1[CH2:15][CH2:16][CH2:17][CH2:18][CH2:19]1. Starting materials: N1CCCC1 (pyrrolidine), ClC(Cl)(Cl)OC(=O)Cl (trichloromethylchloroformate), N1=CC=CC2=CC=CC=C12 (quinoline), FC1=C(COC[C@H]2NC[C@@H](C2)SC(C2=CC=CC=C2)(C2=CC=CC=C2)C2=CC=CC=C2)C=C(C(=C1)F)F ((2S,4R)-2-(2,4,5-trifluoro-benzyloxymethyl)-4-tritylsulfanyl-pyrrolidine). The solvent is C(Cl)Cl (CH2Cl2), C(Cl)Cl (CH2Cl2). Conditions: time 2 hour. The product is N1(CCCC1)C(=O)N1[C@@H](C[C@H](C1)SC(C1=CC=CC=C1)(C1=CC=CC=C1)C1=CC=CC=C1)COCC1=C(C=C(C(=C1)F)F)F ((2S,4R)-Pyrrolidin-1-yl-[2-(2,4,5-trifluoro-benzyloxymethyl)-4-tritylsulfanyl-pyrrolidin-1-yl]-methanone). Yield: 109.0%. Reaction SMILES: ClC(O[C:6](Cl)=[O:7])(Cl)Cl.[N:9]1[C:18]2[C:13](=CC=CC=2)[CH:12]=[CH:11]C=1.[F:19][C:20]1[CH:53]=[C:52]([F:54])[C:51]([F:55])=[CH:50][C:21]=1[CH2:22][O:23][CH2:24][C@@H:25]1[CH2:29][C@@H:28]([S:30][C:31]([C:44]2[CH:49]=[CH:48][CH:47]=[CH:46][CH:45]=2)([C:38]2[CH:43]=[CH:42][CH:41]=[CH:40][CH:39]=2)[C:32]2[CH:37]=[CH:36][CH:35]=[CH:34][CH:33]=2)[CH2:27][NH:26]1.N1CCCC1>C(Cl)Cl>[N:9]1([C:6]([N:26]2[CH2:27][C@H:28]([S:30][C:31]([C:38]3[CH:43]=[CH:42][CH:41]=[CH:40][CH:39]=3)([C:32]3[CH:33]=[CH:34][CH:35]=[CH:36][CH:37]=3)[C:44]3[CH:45]=[CH:46][CH:47]=[CH:48][CH:49]=3)[CH2:29][C@H:25]2[CH2:24][O:23][CH2:22][C:21]2[CH:50]=[C:51]([F:55])[C:52]([F:54])=[CH:53][C:20]=2[F:19])=[O:7])[CH2:11][CH2:12][CH2:13][CH2:18]1. Procedure: A solution of 0.02 ml (0.18 mmol) trichloromethylchloroformate in 3 ml CH2Cl2 was treated at 0° C. with 0.04 ml (0.37 mmol) quinoline and after 15 min with 0.17 g (0.33 mmol) (2S,4R)-2-(2,4,5-trifluoro-benzyloxymethyl)-4-tritylsulfanyl-pyrrolidine in 2 ml CH2Cl2. After 2 h, the reaction was evaporated and redissolved in 15 ml CH2Cl2 and treated at 0° C. with 0.14 ml (1.65 mmol) pyrrolidine and stirred for 30 min. The reaction was extracted with aqueous 10% KHSO4/Et2O (3×) and the organic phase w... The reactants are CO, O=CO, O=c1[nH]c(=S)n(CC2CCCNC2)c2cc[nH]c12. Product: CN1CCCC(Cn2c(=S)[nH]c(=O)c3[nH]ccc32)C1. RXN SMILES: [CH3:22][OH:23].[CH:19]([OH:20])=[O:21].[NH:1]1[CH2:2][CH:3]([CH2:7][n:8]2[c:9](=[S:18])[nH:10][c:11](=[O:17])[c:12]3[c:13]2[cH:14][cH:15][nH:16]3)[CH2:4][CH2:5][CH2:6]1>>[N:1]1([CH3:19])[CH2:2][CH:3]([CH2:7][n:8]2[c:9](=[S:18])[nH:10][c:11](=[O:17])[c:12]3[c:13]2[cH:14][cH:15][nH:16]3)[CH2:4][CH2:5][CH2:6]1. Starting materials: CCN(C(C)C)C(C)C (DIEA), C1(=C(C(=O)C(=C(C1=O)Cl)Cl)Cl)Cl (p-chloranil), C(=O)(C(F)(F)F)O (TFA), CC1=CC(=C(C(=C1)C)C(C2=CC=CN2)C3=CC=CN3)C (5-mesityldipyrromethane), C(C)NC(=O)SC1=CC=C(C=O)C=C1 (4-[S—(N-ethylcarbamoyl)thio]-benzaldehyde). Reagents/catalysts: [C-]1(C=CC=C1)C1=CC=C(C=C1)C#CC1=CC=C(C=C1)C=O.[CH-]1C=CC=C1.[Fe+2] (1-(4-Ferrocenylphenyl)-2-(4-formylphenyl)acetylene). Solvent: C1CCOC1 (THF), C(Cl)Cl (CH2Cl2), C(Cl)Cl (CH2Cl2). Reaction conditions: time 30 minute. The product is C12=CC=C(N1)C=C1C=CC(=N1)C=C1C=CC(N1)=CC=1C=CC(N1)=C2 (porphyrin). The yield is 36.1%. As a reaction SMILES: CC1C=C(C)C([CH:9]([C:15]2[NH:19][CH:18]=[CH:17][CH:16]=2)[C:10]2[NH:14][CH:13]=[CH:12][CH:11]=2)=C(C)C=1.C([NH:23]C(SC1C=CC(C=O)=CC=1)=O)C.C(O)(C(F)(F)F)=O.CC[N:44]([CH:48]([CH3:50])[CH3:49])[CH:45]([CH3:47])[CH3:46].[C:51]1(Cl)C(=O)[C:56](Cl)=[C:55](Cl)[C:53](=O)[C:52]=1Cl>C(Cl)Cl.C1COCC1.[C-]1(C2C=CC(C#CC3C=CC(C=O)=CC=3)=CC=2)C=CC=C1.[CH-]1C=CC=C1.[Fe+2]>[C:10]12[CH:9]=[C:15]3[N:19]=[C:18]([CH:17]=[CH:16]3)[CH:49]=[C:48]3[NH:44][C:45]([CH:46]=[CH:50]3)=[CH:47][C:56]3=[N:23][C:52]([CH:53]=[CH:55]3)=[CH:51][C:13]([NH:14]1)=[CH:12][CH:11]=2 |f:7.8.9|. Procedure: Samples of 5-mesityldipyrromethane (264 mg, 1.0 mmol), aldehyde 30 (195 mg, 0.50 mmol) and aldehyde 32 (105 mg, 0.50 mmol) were dissolved in CH2Cl2 (100 mL, undistilled) and then TFA (0.137 ml, 1.78 mmol) was added slowly over 30 s. The reaction mixture was stirred at rt for 30 min, and then DIEA (0.3 mL, 1.8 mmol) and a solution of p-chloranil (370 mg, 1.5 mmol) in THF (20 mL) was added and the mixture was stirred at rt for a further 6 h. Next the reaction mixture was evaporated to one-third of...